The task is: describe an organic reaction: reactants, conditions, products, and yield. This data is from the Open Reaction Database (ORD), a public repository of structured organic reaction records. Starting materials: OC1(C(=C(C2=CC=CC=C12)C1=CC2=C(C=C1)OCO2)C(=O)OCC)C2=C(C=CC=C2)OC (ethyl (1RS)-1-hydroxy-1-(2-methoxyphenyl)-3-(3,4-methylenedioxyphenyl)indene-2-carboxylate), C(C)[SiH](CC)CC (triethylsilane), Cl (HCl), B(F)(F)F.CCOCC (boron trifluoride etherate). Run in C(Cl)Cl (CH2Cl2). Conditions: time 10 minute. Yields the product COC1=C(C=CC=C1)C1C(C(C2=CC=CC=C12)C1=CC2=C(C=C1)OCO2)C(=O)O (1-(2-Methoxyphenyl)-3-(3,4-methylenedioxyphenyl)indane-2-carboxylic acid). The yield is 101.9%. Reaction SMILES: O[C:2]1([C:25]2[CH:30]=[CH:29][CH:28]=[CH:27][C:26]=2[O:31][CH3:32])[C:10]2[C:5](=[CH:6][CH:7]=[CH:8][CH:9]=2)[C:4]([C:11]2[CH:16]=[CH:15][C:14]3[O:17][CH2:18][O:19][C:13]=3[CH:12]=2)=[C:3]1[C:20]([O:22]CC)=[O:21].C([SiH](CC)CC)C.B(F)(F)F.CCOCC.Cl>C(Cl)Cl>[CH3:32][O:31][C:26]1[CH:27]=[CH:28][CH:29]=[CH:30][C:25]=1[CH:2]1[C:10]2[C:5](=[CH:6][CH:7]=[CH:8][CH:9]=2)[CH:4]([C:11]2[CH:16]=[CH:15][C:14]3[O:17][CH2:18][O:19][C:13]=3[CH:12]=2)[CH:3]1[C:20]([OH:22])=[O:21] |f:2.3|. Procedure: To a solution of ethyl (1RS)-1-hydroxy-1-(2-methoxyphenyl)-3-(3,4-methylenedioxyphenyl)indene-2-carboxylate (100 mg, 0.23 mmol) in CH2Cl2 (5 ml) was added triethylsilane (32 mg, 0.28 mmol), followed by boron trifluoride etherate (0.13 ml, 1.05 mmol). The reaction mixture was allowed to warm to room temperature and stirred for 10 min, at which time was added slowly 3M HCl. The mixture was extracted with EtOAc. The organic extract was washed successively with H2O, 5% aqueous NaHCO3, H2O and satura... Starting materials: COC1OC(C(=O)NN)C2OC(C)(C)OC12, ClCCl, S=C=NCc1ccccc1. The product is COC1OC(C(=O)NNC(=S)NCc2ccccc2)C2OC(C)(C)OC12. As a reaction SMILES: [CH3:1][O:2][CH:3]1[O:4][CH:5]([C:13](=[O:14])[NH:15][NH2:16])[CH:6]2[CH:7]1[O:8][C:9]([CH3:11])([CH3:12])[O:10]2.[Cl:27][CH2:28][Cl:29].[S:17]=[C:18]=[N:19][CH2:20][c:21]1[cH:22][cH:23][cH:24][cH:25][cH:26]1>>[CH3:1][O:2][CH:3]1[O:4][CH:5]([C:13](=[O:14])[NH:15][NH:16][C:18](=[S:17])[NH:19][CH2:20][c:21]2[cH:22][cH:23][cH:24][cH:25][cH:26]2)[CH:6]2[CH:7]1[O:8][C:9]([CH3:11])([CH3:12])[O:10]2.